Dataset: the Open Reaction Database (ORD), a public repository of structured organic reaction records. Task: describe an organic reaction: reactants, conditions, products, and yield Reactants: N1(CCNCC1)C=1C=CC=C2C=CC=NC12 (8-(piperazin-1-yl)quinoline), N1=CC=CC2=CC=CC(=C12)N1CCC(CC1)=O (1-quinolin-8-yl-piperidin-4-one), C(C)(=O)O[BH-](OC(C)=O)OC(C)=O.[Na+] (sodium triacetoxyborohydride). Product: N1=CC=CC2=CC=CC(=C12)N1CCC(CC1)N1CCN(CC1)C=1C=CC=C2C=CC=NC12 (8-{4-[1-(8-quinolinyl)-4-piperidinyl]-1-piperazinyl}quinoline). As a reaction SMILES: [N:1]1([C:7]2[CH:8]=[CH:9][CH:10]=[C:11]3[C:16]=2[N:15]=[CH:14][CH:13]=[CH:12]3)[CH2:6][CH2:5][NH:4][CH2:3][CH2:2]1.[N:17]1[C:26]2[C:21](=[CH:22][CH:23]=[CH:24][C:25]=2[N:27]2[CH2:32][CH2:31][C:30](=O)[CH2:29][CH2:28]2)[CH:20]=[CH:19][CH:18]=1.C(O[BH-](OC(=O)C)OC(=O)C)(=O)C.[Na+]>>[N:17]1[C:26]2[C:21](=[CH:22][CH:23]=[CH:24][C:25]=2[N:27]2[CH2:32][CH2:31][CH:30]([N:4]3[CH2:5][CH2:6][N:1]([C:7]4[CH:8]=[CH:9][CH:10]=[C:11]5[C:16]=4[N:15]=[CH:14][CH:13]=[CH:12]5)[CH2:2][CH2:3]3)[CH2:29][CH2:28]2)[CH:20]=[CH:19][CH:18]=1 |f:2.3|. Procedure: Using the synthetic methods described in previous examples, 8-(piperazin-1-yl)quinoline (Oruz et al., J. Med. Chem. 45:4128 (2002)) and 1-quinolin-8-yl-piperidin-4-one (Example A, Step 5, above) were reacted with sodium triacetoxyborohydride to give the desired product as a light yellow solid; MP. 194-196° C.; MS (ES) m/z (relative intensity) 424 (M+H)+ (100). Starting materials: Cl (hydrogen chloride), C(CCC)OC1=C(C=CC=C1)C(=CSCCC)C=1NC=CN1 (1-(2-n-butyloxyphenyl)-1-imidazolyl-2-n-propylthioethylene). Yields the product OC1=C(C=CC=C1)C(=CSCCC)C=1NC=CN1 (1-(2-hydroxyphenyl)-1-imidazolyl-2-n-propylthioethylene). As a reaction SMILES: Cl.C([O:6][C:7]1[CH:12]=[CH:11][CH:10]=[CH:9][C:8]=1[C:13]([C:19]1[NH:20][CH:21]=[CH:22][N:23]=1)=[CH:14][S:15][CH2:16][CH2:17][CH3:18])CCC>>[OH:6][C:7]1[CH:12]=[CH:11][CH:10]=[CH:9][C:8]=1[C:13]([C:19]1[NH:23][CH:22]=[CH:21][N:20]=1)=[CH:14][S:15][CH2:16][CH2:17][CH3:18]. Procedure: After adding an equivalent amount of hydrogen chloride to 200 mg of an oily substance which was Isomer B of 1-(2-n-butyloxyphenyl)-1-imidazolyl-2-n-propylthioethylene obtained from Compound 19 in the same manner as in Example 6, the resultant precipitate was recrystallized from ethyl acetate/acetone to obtain 140 mg of Isomer B (Compound 21) of 1-(2-n-butyloxyphenyl)-1-imidazolyl-2-n-propylthioethylene hydrochloride as colorless crystals. The reactants are ONC(=O)OCC (N-hydroxyurethane), C(C=C)Cl (allyl chloride), [OH-].[K+] (potassium hydroxide). Run in C(C)O (ethanol). Run at temperature 80 celsius. Yields the product C(C=C)ONC(OCC)=O (ethyl (2-propenyloxy)carbamate), 3A. Reaction SMILES: [OH:1][NH:2][C:3]([O:5][CH2:6][CH3:7])=[O:4].[CH2:8](Cl)[CH:9]=[CH2:10].[OH-].[K+]>C(O)C>[CH2:10]([O:1][NH:2][C:3](=[O:4])[O:5][CH2:6][CH3:7])[CH:9]=[CH2:8] |f:2.3|. Procedure: 100 g of N-hydroxyurethane and 80.3 g of allyl chloride were added, at 20° C., to a solution of 53.8 g of potassium hydroxide in 750 ml of ethanol. The mixture was stirred and refluxed (80° C.) for 4 hours, then was cooled to 25° C. and filtered. The solvent was evaporated from the filtrate and the residue, an oil, was distilled, 51°-55° C., 0.2 Torr., to give ethyl (2-propenyloxy)carbamate, 3A, as a colorless oil.